From a dataset of the Open Reaction Database (ORD), a public repository of structured organic reaction records. describe an organic reaction: reactants, conditions, products, and yield The reactants are C(C)(=O)O[BH-](OC(C)=O)OC(C)=O.[Na+] (sodium triacetoxyborohydride), CN1C(OC2=C1C=C(C=C2)C2=C(C=O)C=CN=C2)=O (3-(3-methyl-2-oxo-2,3-dihydrobenzo[d]oxazol-5-yl)isonicotinaldehyde), FC(S(=O)(=O)N)(F)F (trifluoromethanesulfonamide), C(C)(=O)O (acetic acid). Run in 1,2-dichloroentane, ClCCl (dichloromethane). Run at temperature 70 celsius, time 15 hour. Yields the product FC(S(=O)(=O)NCC1=C(C=NC=C1)C=1C=CC2=C(N(C(O2)=O)C)C1)(F)F (1,1,1-trifluoro-N-((3-(3-methyl-2-oxo-2,3-dihydrobenzo[d]oxazol-5-yl)pyridin-4-yl)methyl)methane-sulfonamide). The yield is 22.2%. Reaction SMILES: [CH3:1][N:2]1[C:6]2[CH:7]=[C:8]([C:11]3[CH:18]=[N:17][CH:16]=[CH:15][C:12]=3[CH:13]=O)[CH:9]=[CH:10][C:5]=2[O:4][C:3]1=[O:19].[F:20][C:21]([F:27])([F:26])[S:22]([NH2:25])(=[O:24])=[O:23].C(O)(=O)C.C(O[BH-](OC(=O)C)OC(=O)C)(=O)C.[Na+]>ClCCl>[F:20][C:21]([F:27])([F:26])[S:22]([NH:25][CH2:13][C:12]1[CH:15]=[CH:16][N:17]=[CH:18][C:11]=1[C:8]1[CH:9]=[CH:10][C:5]2[O:4][C:3](=[O:19])[N:2]([CH3:1])[C:6]=2[CH:7]=1)(=[O:24])=[O:23] |f:3.4|. Procedure details: A mixture of 3-(3-methyl-2-oxo-2,3-dihydrobenzo[d]oxazol-5-yl)isonicotinaldehyde (128 mg, 0.5 mmol), trifluoromethanesulfonamide (94 mg, 0.63 mmol), acetic acid (60.5 mg, 1 mmol) and 4° A molecular sieves in 1,2-dichloroentane (2 mL) heated at 70° C. under nitrogen for 6 h. The suspension was cooled to room temperature and sodium triacetoxyborohydride (excess amount) was added. The reaction mixture was further stirred at room temperature for an additional 15 h. The mixture was diluted with dichl...